This data is from the Open Reaction Database (ORD), a public repository of structured organic reaction records. The task is: describe an organic reaction: reactants, conditions, products, and yield The reactants are Cc1nc(-c2ccc(-n3cc[nH]c3=O)cc2)co1, CC1OC1(Cn1cncn1)c1ccc(F)cc1F. Yields the product Cc1nc(-c2ccc(-n3ccn(C(C)C(O)(Cn4cncn4)c4ccc(F)cc4F)c3=O)cc2)co1. RXN SMILES: [CH3:19][c:20]1[o:21][cH:22][c:23](-[c:25]2[cH:26][cH:27][c:28](-[n:31]3[c:32](=[O:36])[nH:33][cH:34][cH:35]3)[cH:29][cH:30]2)[n:24]1.[F:1][c:2]1[c:3]([C:9]2([CH2:13][n:14]3[n:15][cH:16][n:17][cH:18]3)[O:10][CH:11]2[CH3:12])[cH:4][cH:5][c:6]([F:8])[cH:7]1>>[F:1][c:2]1[c:3]([C:9]([OH:10])([CH:11]([CH3:12])[n:33]2[c:32](=[O:36])[n:31](-[c:28]3[cH:27][cH:26][c:25](-[c:23]4[cH:22][o:21][c:20]([CH3:19])[n:24]4)[cH:30][cH:29]3)[cH:35][cH:34]2)[CH2:13][n:14]2[n:15][cH:16][n:17][cH:18]2)[cH:4][cH:5][c:6]([F:8])[cH:7]1.